describe an organic reaction: reactants, conditions, products, and yield From a dataset of the Open Reaction Database (ORD), a public repository of structured organic reaction records. The product is I.C1(=CC=CC=C1)C(CCNC=1N(CCCN1)C)C1=CC=CC=C1 (2-(3,3-diphenyl-propylamino)-1-methyl-1,4,5,6-tetrahydropyrimidine hydroiodide). As a reaction SMILES: [IH:1].[CH3:2][N:3]1[CH2:8][CH2:7][CH2:6][N:5]=[C:4]1SC.[C:11]1([CH:17]([C:21]2[CH:26]=[CH:25][CH:24]=[CH:23][CH:22]=2)[CH2:18][CH2:19][NH2:20])[CH:16]=[CH:15][CH:14]=[CH:13][CH:12]=1.Cl>CO>[IH:1].[C:21]1([CH:17]([C:11]2[CH:12]=[CH:13][CH:14]=[CH:15][CH:16]=2)[CH2:18][CH2:19][NH:20][C:4]2[N:3]([CH3:2])[CH2:8][CH2:7][CH2:6][N:5]=2)[CH:22]=[CH:23][CH:24]=[CH:25][CH:26]=1 |f:0.1,5.6|. Solvent: CO (methanol), CO (methanol). Conditions: temperature 0 celsius, time 50 minute. Reactants: I.CN1C(=NCCC1)SC (1-methyl-2-methylthio-1,4,5,6-tetrahydropyrimidine hydroiodide), C1(=CC=CC=C1)C(CCN)C1=CC=CC=C1 (3,3-diphenylpropylamine), Cl (HCl). Procedure: A flask containing 1-methyl-2-methylthio-1,4,5,6-tetrahydropyrimidine hydroiodide (6.00 g, 2.20×10-2 mole) and 3,3-diphenylpropylamine (4.91 g, 2.32×10-2 mole) was immersed in an oil bath which had been preheated to ca. 155° C. The reaction was stirred at between 150°-165° C. for 50 minutes. The resulting yellow glass was dissolved in methanol. The methanol was partially evaporated at reduced pressure and isopropanol was added. The evaporation was continued being stopped periodically for the add... The reactants are C1[C@@H]([C@H](O[C@H]1N2C=CC(=O)NC2=O)CO)N=[N+]=[N-].[O-]P([O-])(=O)OP(=O)([O-])OP(=O)([O-])[O-] (AzddU triphosphate), C([C@@H]1[C@H]([C@@H]([C@H]([C@H](O1)OP(=O)(O)O)O)O)O)O (glucose-1-phosphate), [Mg+2].[Cl-].[Cl-] (MgCl2), C(C(CO)(CO)N)O.Cl (Tris-HCl), C1=CN(C(=O)NC1=O)[C@H]2[C@@H]([C@@H]([C@H](O2)COP(=O)(O)OP(=O)(O)O[C@@H]3[C@@H]([C@H]([C@@H]([C@H](O3)CO)O)O)O)O)O (UDPG), Cl(=O)(=O)(=O)O (perchloric acid). Conditions: time 4 hour. The product is N(=[N+]=[N-])[C@H]1C[C@@H](O[C@@H]1CO)N1C(=O)NC(=O)C=C1.P(=O)(O)(OP(=O)(O)O)O[C@@H]([C@H]([C@@H]([C@H](C=O)O)O)O)CO (3'-Azido-2',3'-Dideoxyuridine 5-O-Diphosphoglucose). Reaction SMILES: [CH2:1]1[C@H:5]([N:6]2[C:12](=[O:13])[NH:11][C:9](=[O:10])[CH:8]=[CH:7]2)[O:4][C@H:3]([CH2:14][OH:15])[C@H:2]1[N:16]=[N+:17]=[N-:18].[O-:19][P:20]([O:23][P:24]([O:27]P([O-])([O-])=O)([O-:26])=[O:25])(=[O:22])[O-:21].[CH2:32]([OH:47])[C@H:33]1[O:38][C@H:37](OP(O)(O)=O)[C@H:36]([OH:44])[C@@H:35]([OH:45])[C@@H:34]1[OH:46].[Mg+2].[Cl-].[Cl-].C(O)C(N)(CO)CO.Cl.C1C(=O)NC(=O)N([C@@H]2O[C@H](COP(OP(O[C@H]3O[C@H](CO)[C@@H](O)[C@H](O)[C@H]3O)(O)=O)(O)=O)[C@@H](O)[C@H]2O)C=1.Cl(O)(=O)(=O)=O>>[N:16]([C@@H:2]1[C@@H:3]([CH2:14][OH:15])[O:4][C@@H:5]([N:6]2[CH:7]=[CH:8][C:9](=[O:10])[NH:11][C:12]2=[O:13])[CH2:1]1)=[N+:17]=[N-:18].[P:24]([O:27][C@H:33]([CH2:32][OH:47])[C@@H:34]([OH:46])[C@H:35]([OH:45])[C@@H:36]([OH:44])[CH:37]=[O:38])([O:23][P:20]([OH:21])([OH:19])=[O:22])([OH:26])=[O:25] |f:0.1,3.4.5,6.7,10.11|. Procedure details: To 150 milligrams of AzddU-triphosphate was added 400 milligrams of glucose-1-phosphate, 6 millimole of MgCl2, 0.70 millimole of Tris-HCl pH 7.6, bacterial UDPG-pyrophosphorylase and inorganic pyrophosphatase. After 4 hours at room temperature, the reaction was stopped with perchloric acid (7N). After 30 minutes in ice, samples were centrifuged and the supernatant was neutralized with base. After another 30 minutes in ice, samples were recentrifuged and AzddU-5'-diphosphoglucose was purified by ... Reactants: Cl, Oc1ccc(C(F)(F)F)cc1, [I-], [Na+], CN(C)C=O. Yields the product Oc1ccc(C(F)(F)F)cc1I. As a reaction SMILES: [ClH:19].[F:3][C:4]([c:5]1[cH:6][cH:7][c:8]([OH:11])[cH:9][cH:10]1)([F:12])[F:13].[I-:2].[Na+:1].[O:14]=[CH:15][N:16]([CH3:17])[CH3:18]>>[I:2][c:7]1[cH:6][c:5]([C:4]([F:3])([F:12])[F:13])[cH:10][cH:9][c:8]1[OH:11]. Solvent: C(C)OCC (diethyl ether). Yields the product ClC1=NC=C(C=C1C(C(C#N)=C)O)C1=CC=CC=C1 (2-[(2-Chloro-5-phenylpyridine-3-yl)(hydroxy)methyl]acrylonitrile). The reactants are ClC1=C(C=O)C=C(C=N1)C1=CC=CC=C1 (2-Chloro-5-phenylnicotinaldehyde), C1CN2CCN1CC2 (DABCO), C(C=C)#N (acrylonitrile). Reaction SMILES: [Cl:1][C:2]1[N:9]=[CH:8][C:7]([C:10]2[CH:15]=[CH:14][CH:13]=[CH:12][CH:11]=2)=[CH:6][C:3]=1[CH:4]=[O:5].C1N2CCN(CC2)C1.[C:24](#[N:27])[CH:25]=[CH2:26]>C(OCC)C>[Cl:1][C:2]1[C:3]([CH:4]([OH:5])[C:25](=[CH2:26])[C:24]#[N:27])=[CH:6][C:7]([C:10]2[CH:11]=[CH:12][CH:13]=[CH:14][CH:15]=2)=[CH:8][N:9]=1. Procedure: To a mixture of 2-Chloro-5-phenylnicotinaldehyde (10 mmol, 2.17 g) and DABCO (10 mmol. 1.12 g) was added an acrylonitrile (60 mmol.) under neat conditions [solvent free conditions] at room temperature and the reaction progress was monitored by TLC. Upon completion of the reaction mixture (˜4-5 min.) was diluted with diethyl ether (300 ml.) and washed with water 3×50 ml. The organic layer was dried over Na2SO4 and concentrated, the residue was subjected to column chromatography over silica gel, e... Reactants: [N+](=O)([O-])C1=CC(=C(C=C1)N1C(C=2C(C1=O)=CC(=CC2)Cl)=O)CSC (N-(4-nitro-2-methylmercaptomethylphenyl)-4-chlorophthalimide), [H][H] (hydrogen). Reagents/catalysts: [Ni] (Raney nickel). The solvent is C(C)(=O)OCC (ethyl acetate). Yields the product NC1=CC(=C(C=C1)N1C(C=2C(C1=O)=CC(=CC2)Cl)=O)CSC (N-(4-amino-2-methylmercaptomethylphenyl)-4-chlorophthalimide). Reaction SMILES: [N+:1]([C:4]1[CH:9]=[CH:8][C:7]([N:10]2[C:14](=[O:15])[C:13]3=[CH:16][C:17]([Cl:20])=[CH:18][CH:19]=[C:12]3[C:11]2=[O:21])=[C:6]([CH2:22][S:23][CH3:24])[CH:5]=1)([O-])=O.[H][H]>[Ni].C(OCC)(=O)C>[NH2:1][C:4]1[CH:9]=[CH:8][C:7]([N:10]2[C:14](=[O:15])[C:13]3=[CH:16][C:17]([Cl:20])=[CH:18][CH:19]=[C:12]3[C:11]2=[O:21])=[C:6]([CH2:22][S:23][CH3:24])[CH:5]=1. Procedure: The mixture of 3.0 g of N-(4-nitro-2-methylmercaptomethylphenyl)-4-chlorophthalimide, 1.5 g of Raney nickel and 250 ml of ethyl acetate is hydrogenated at room temperature and atmospheric pressure until the hydrogen uptake ceases. It is filtered, the filtrate evaporated and the residue recrystallized from benzene, to yield the N-(4-amino-2-methylmercaptomethylphenyl)-4-chlorophthalimide melting at 134°-137°. Analogously the N-(4-amino-2-methylsulfonylmethylphenyl)-4-chlorophthalimide is prepared... Reaction SMILES: C([Li])CCC.[CH3:6][O:7][C:8]1[C:13]2[N:14]=[CH:15][O:16][C:12]=2[CH:11]=[CH:10][CH:9]=1.[CH3:17][S:18]SC>O1CCCC1>[CH3:6][O:7][C:8]1[C:13]2[N:14]=[C:15]([S:18][CH3:17])[O:16][C:12]=2[CH:11]=[CH:10][CH:9]=1. Reaction conditions: time 18 hour. Procedure details: n-Butyllithium (20.13 ml of a 1.6N solution in hexanes) was added gradually to a solution of 4-methoxybenzoxazole (4.0 g) in tetrahydrofuran (150 ml) cooled in a cardice-acetone bath under an atmosphere of nitrogen. After stirring for 20 minutes dimethyl disulfide (2.9 ml) was added. The mixture was warmed to room temperaturee and stirred for 18 hours. The tetrahydrofuran was removed by evaporation in vacuo and the residue partitioned between ethyl acetate (150 ml) and water (150 ml). The organi... Run in hexanes, O1CCCC1 (tetrahydrofuran). The reactants are CSSC (dimethyl disulfide), C(CCC)[Li] (n-Butyllithium), solution, COC1=CC=CC2=C1N=CO2 (4-methoxybenzoxazole). The product is COC1=CC=CC2=C1N=C(O2)SC (4-Methoxy-2-methylsulfanylbenzooxazole).